Dataset: the Open Reaction Database (ORD), a public repository of structured organic reaction records. Task: describe an organic reaction: reactants, conditions, products, and yield Reactants: C(=O)(N1C=NC=C1)N1C=NC=C1 (1,1′-carbonyldimidazole), FC1=CC=C(CCN2CCC(CC2)N2CCC3=CC=C(C=C23)CC(=O)O)C=C1 (1-[1-(4-fluorophenethyl)piperidin-4-yl]-6-carboxymethylindoline), ice water, C(C)(=O)OCC (ethyl acetate), C(C)(C)N (isopropylamine), resultant mixture. Solvent: CN(C=O)C (dimethylformamide). Run at time 2 hour. The product is FC1=CC=C(CCN2CCC(CC2)N2CCC3=CC=C(C=C23)CC(NC(C)C)=O)C=C1 (1-[1-(4-fluorophenethyl)-piperdin-4-yl]-6-(isopropylcarbamoylmethyl)indoline). Isolated yield 51.8%. As a reaction SMILES: C(N1C=CN=C1)(N1C=CN=C1)=O.[F:13][C:14]1[CH:40]=[CH:39][C:17]([CH2:18][CH2:19][N:20]2[CH2:25][CH2:24][CH:23]([N:26]3[C:34]4[C:29](=[CH:30][CH:31]=[C:32]([CH2:35][C:36]([OH:38])=O)[CH:33]=4)[CH2:28][CH2:27]3)[CH2:22][CH2:21]2)=[CH:16][CH:15]=1.[CH:41]([NH2:44])([CH3:43])[CH3:42].C(OCC)(=O)C>CN(C)C=O>[F:13][C:14]1[CH:40]=[CH:39][C:17]([CH2:18][CH2:19][N:20]2[CH2:25][CH2:24][CH:23]([N:26]3[C:34]4[C:29](=[CH:30][CH:31]=[C:32]([CH2:35][C:36](=[O:38])[NH:44][CH:41]([CH3:43])[CH3:42])[CH:33]=4)[CH2:28][CH2:27]3)[CH2:22][CH2:21]2)=[CH:16][CH:15]=1. Procedure details: Under ice cooling, 1,1′-carbonyldimidazole (15 g) was added to a solution of 1-[1-(4-fluorophenethyl)piperidin-4-yl]-6-carboxymethylindoline (30 g) in dimethylformamide (240 ml) and the resultant mixture was stirred for 2 hr. After adding isopropylamine (5.6 g), the mixture was warmed to room temperature and then stirred for additional 2 hr. Next, ice water (240 ml) and ethyl acetate (300 ml) were added to the reaction solution and the layers were separated. The organic layer was washed successi... The reactants are N1CCOCC1 (Morpholine), [N+](=O)([O-])C=1C=C(C=CC1)S(=O)(=O)Cl (3-Nitro-benzenesulfonyl chloride). Run in C(Cl)Cl (CH2Cl2). Yields the product [N+](=O)([O-])C=1C=C(C=CC1)S(=O)(=O)N1CCOCC1 (4-(3-Nitro-benzenesulfonyl)-morpholine), solid. The yield is 87.0%. Reaction SMILES: [NH:1]1[CH2:6][CH2:5][O:4][CH2:3][CH2:2]1.[N+:7]([C:10]1[CH:11]=[C:12]([S:16](Cl)(=[O:18])=[O:17])[CH:13]=[CH:14][CH:15]=1)([O-:9])=[O:8]>C(Cl)Cl>[N+:7]([C:10]1[CH:11]=[C:12]([S:16]([N:1]2[CH2:6][CH2:5][O:4][CH2:3][CH2:2]2)(=[O:18])=[O:17])[CH:13]=[CH:14][CH:15]=1)([O-:9])=[O:8]. Procedure details: Morpholine (2.2 ml, 25 mmol) was slowly added to 3-Nitro-benzenesulfonyl chloride (5.5 g, 25 mmol) in CH2Cl2 at 0° C. The reaction was warmed up to rt in 0.5 h. After CH2Cl2 was removed in vacuo, saturated NaHCO3 solution was added and the solid was filtered and dried to give 4-(3-Nitro-benzenesulfonyl)-morpholine as an off white solid (5.9 g, 87%). MS (ESI) m/z=273 [M+H]+. Starting materials: ClC(=O)OCC (ethyl chloroformate), NC[C@H](CC1=CC=CC=C1)N ((S)-1,2-diamino-3-phenylpropane), [OH-].[Na+] (NaOH). Solvent: C1=CC=CC=C1 (benzene), C1=CC=CC=C1 (benzene), O (water). Reaction conditions: time 30 minute. The product is C(C)OC(=O)NC[C@H](CC1=CC=CC=C1)NC(=O)OCC ((S)-1,2-bis(N-ethyloxycarbonylamino)-3-phenylpropane). Reaction SMILES: [OH-:1].[Na+].[NH2:3][CH2:4][C@@H:5]([NH2:13])[CH2:6][C:7]1[CH:12]=[CH:11][CH:10]=[CH:9][CH:8]=1.Cl[C:15]([O:17][CH2:18][CH3:19])=[O:16]>O.C1C=CC=CC=1>[CH2:18]([O:17][C:15]([NH:3][CH2:4][C@@H:5]([NH:13][C:15]([O:17][CH2:18][CH3:19])=[O:1])[CH2:6][C:7]1[CH:8]=[CH:9][CH:10]=[CH:11][CH:12]=1)=[O:16])[CH3:19] |f:0.1|. Reported procedure: 225 mmoles (9.00 grams) of NaOH were dissolved in 45 ml of water, cooled in an ice bath and treated with 49 mmoles (7.35 grams) of (S)-1,2-diamino-3-phenylpropane dissolved in about 45 ml of benzene. Within 30 minutes with stirring there was dropped in a solution of 108 mmoles (10.3 ml) of ethyl chloroformate in 45 ml of benzene and the mixture allowed to stir for 3 hours at room temperature. The organic phase was separated off and the aqueous solution shaken twice with 20 ml of benzene. The com... Starting materials: ClC=1C=C(C=CC1C#N)N[C@@H](CC(=O)OC(C)(C)C)CNC (1,1-dimethylethyl (3S)-3-[(3-chloro-4-cyanophenyl)amino]-4-(methylamino)butanoate). Solvent: CO (MeOH), Cl.O1CCOCC1 (HCl dioxane). Conditions: temperature 60 celsius. Yields the product Cl.ClC=1C=C(C=CC1C#N)N[C@@H](CC(=O)OC)CNC (Methyl (3S)-3-[(3-chloro-4-cyanophenyl)amino]-4-(methylamino)butanoate, hydrochloride). RXN SMILES: [Cl:1][C:2]1[CH:3]=[C:4]([NH:10][C@H:11]([CH2:20][NH:21][CH3:22])[CH2:12][C:13]([O:15][C:16](C)(C)C)=[O:14])[CH:5]=[CH:6][C:7]=1[C:8]#[N:9]>CO.Cl.O1CCOCC1>[ClH:1].[Cl:1][C:2]1[CH:3]=[C:4]([NH:10][C@H:11]([CH2:20][NH:21][CH3:22])[CH2:12][C:13]([O:15][CH3:16])=[O:14])[CH:5]=[CH:6][C:7]=1[C:8]#[N:9] |f:2.3,4.5|. Procedure details: The 1,1-dimethylethyl (3S)-3-[(3-chloro-4-cyanophenyl)amino]-4-(methylamino)butanoate from the previous step (31.4 g) was dissolved in a mixture of MeOH (100 mL) and 4N HCl/dioxane (30 mL) and heated to 60° C. for 1.25 h. The solvents were concentrated to a slurry, Et2O (200 mL) was added, the solid filtered, washed well with Et2O to give the titled compound (15.6 g). Reactants: COc1ccc(C=O)c(OC)c1OC, CO, O, OO, O=S(=O)(O)O. Yields the product COc1ccc(O)c(OC)c1OC. Reaction SMILES: [CH3:1][O:2][c:3]1[c:4]([CH:5]=[O:6])[cH:7][cH:8][c:9]([O:13][CH3:14])[c:10]1[O:11][CH3:12].[CH3:22][OH:23].[OH2:24].[OH:15][OH:16].[S:17](=[O:18])(=[O:19])([OH:20])[OH:21]>>[CH3:1][O:2][c:3]1[c:4]([OH:15])[cH:7][cH:8][c:9]([O:13][CH3:14])[c:10]1[O:11][CH3:12].